This data is from the Open Reaction Database (ORD), a public repository of structured organic reaction records. The task is: describe an organic reaction: reactants, conditions, products, and yield The reactants are BrC1=CC(=C(C=C1)CCO)F (2-(4-bromo-2-fluorophenyl)ethanol), C(C)(=O)OC(C)=O (acetic anhydride). Reagents/catalysts: CN(C1=CC=NC=C1)C (4-(dimethylamino)pyridine). Solvent: ClCCl (dichloromethane), N1=CC=CC=C1 (pyridine), ClCCl (dichloromethane). Run at time 8 hour. The product is C(C)(=O)OCCC1=C(C=C(C=C1)Br)F (4-bromo-2-fluorophenethyl acetate). Isolated yield 90.3%. Reaction SMILES: [Br:1][C:2]1[CH:7]=[CH:6][C:5]([CH2:8][CH2:9][OH:10])=[C:4]([F:11])[CH:3]=1.[C:12](OC(=O)C)(=[O:14])[CH3:13]>ClCCl.N1C=CC=CC=1.CN(C)C1C=CN=CC=1>[C:12]([O:10][CH2:9][CH2:8][C:5]1[CH:6]=[CH:7][C:2]([Br:1])=[CH:3][C:4]=1[F:11])(=[O:14])[CH3:13]. Reported procedure: A solution of 2-(4-bromo-2-fluorophenyl)ethanol (3.01 mmol) in dichloromethane (5 mL) and pyridine (10 mL) was treated with 4-(dimethylamino)pyridine (0.151 mmol) and acetic anhydride (9.04 mmol). The reaction was stirred overnight at room temperature. At this point the reaction was diluted with dichloromethane (100 mL). The organic layer was washed three times with 1N aq HCl, once with saturated aq sodium bicarbonate, and once with brine. The organic layer was dried over sodium sulfate, filtere... Starting materials: OC=1C=C2C(=C(NC2=CC1)C(=O)N)S(=O)(=O)N1CCOCC1 (5-Hydroxy-3-(morpholin-4-ylsulfonyl)-1H-indole-2-carboxamide), C([O-])([O-])=O.[Cs+].[Cs+] (cesium carbonate), ICC (iodoethane), O (water). The solvent is CN(C=O)C (dimethylformamide). Reaction conditions: time 1 hour. The product is C(C)OC=1C=C2C(=C(NC2=CC1)C(=O)N)S(=O)(=O)N1CCOCC1 (5-Ethoxy-3-(morpholin-4-ylsulfonyl)-1H-indole-2-carboxamide). Reaction SMILES: [OH:1][C:2]1[CH:3]=[C:4]2[C:8](=[CH:9][CH:10]=1)[NH:7][C:6]([C:11]([NH2:13])=[O:12])=[C:5]2[S:14]([N:17]1[CH2:22][CH2:21][O:20][CH2:19][CH2:18]1)(=[O:16])=[O:15].C(=O)([O-])[O-].[Cs+].[Cs+].I[CH2:30][CH3:31].O>CN(C)C=O>[CH2:30]([O:1][C:2]1[CH:3]=[C:4]2[C:8](=[CH:9][CH:10]=1)[NH:7][C:6]([C:11]([NH2:13])=[O:12])=[C:5]2[S:14]([N:17]1[CH2:22][CH2:21][O:20][CH2:19][CH2:18]1)(=[O:16])=[O:15])[CH3:31] |f:1.2.3|. Procedure: To a solution of 5-hydroxy-3-(morpholin-4-ylsulfonyl)-1H-indole-2-carboxamide from Example 50 (32 mg, 0.098 mmol) in 1 mL of dimethylformamide was added cesium carbonate (95 mg, 0.29 mmol) and iodoethane (0.0094 mL, 0.12 mmol). After one hour, 0.5 mL of water was added to solubilize the material, and the resulting mixture was purified by preparative reversed phase HPLC to provide the titled product as a white solid. Proton NMR for the product was consistent with the titled compound. HRMS (ES) ex... Reactants: COC(CC1=CC=C(C=C1)CCNS(=O)(=O)C)=O ([4-[2-methanesulfonylamino-ethyl]-phenyl]-acetic acid methyl ester), BrCC1=CC=C(C=C1)CCCC (1-bromomethyl-4-butylbenzene), C(=O)([O-])[O-].[K+].[K+] (K2CO3), Cl (HCl). The solvent is C(C)#N (acetonitrile), CCOC(=O)C (EtOAc). Yields the product C(CCC)C1=CC=C(CN(CCC2=CC=C(C=C2)CC(=O)O)S(=O)(=O)C)C=C1 ((4-{2-[(4-Butyl-benzyl)-methanesulfonyl-amino]-ethyl}-phenyl)-acetic Acid). RXN SMILES: C[O:2][C:3](=[O:18])[CH2:4][C:5]1[CH:10]=[CH:9][C:8]([CH2:11][CH2:12][NH:13][S:14]([CH3:17])(=[O:16])=[O:15])=[CH:7][CH:6]=1.Br[CH2:20][C:21]1[CH:26]=[CH:25][C:24]([CH2:27][CH2:28][CH2:29][CH3:30])=[CH:23][CH:22]=1.C([O-])([O-])=O.[K+].[K+].Cl>CCOC(C)=O.C(#N)C>[CH2:27]([C:24]1[CH:23]=[CH:22][C:21]([CH2:20][N:13]([S:14]([CH3:17])(=[O:16])=[O:15])[CH2:12][CH2:11][C:8]2[CH:9]=[CH:10][C:5]([CH2:4][C:3]([OH:2])=[O:18])=[CH:6][CH:7]=2)=[CH:26][CH:25]=1)[CH2:28][CH2:29][CH3:30] |f:2.3.4|. Reported procedure: A mixture of [4-[2-methanesulfonylamino-ethyl]-phenyl]-acetic acid methyl ester (38 mg, 0.14 mmol), 1-bromomethyl-4-butylbenzene (35 mg, 0.15 mmol), K2CO3 (25 mg, 0.182 mmol) and acetonitrile was heated at reflux for 1 h. Aqueous HCl (2 mL, 1N) and EtOAc (30 mL) were added to the reaction. The organic solution was dried with MgSO4, filtered, and concentrated in vacuo. The product was purified by flash chromatography (30% EtOAc/hexanes) to afford the title compound of Step A. 1H NMR (400 MHz, CDC... Starting materials: C1(=CC=CC=C1)S(=O)C1=CC=CC=C1 (diphenylsulfoxide), FC(C(=O)OC(C(F)(F)F)=O)(F)F (trifluoroacetic acid anhydride), CCCCCC (n-hexane), FC(S(=O)(=O)O)(F)F (trifluoromethane sulfonic acid). Solvent: C1=CC=CC=C1 (benzene). Yields the product FC(S(=O)(=O)[O-])(F)F.C1(=CC=CC=C1)[S+](C1=CC=CC=C1)C1=CC=CC=C1 (triphenylsulfonium trifluoromethanesulfonate). Yield: 92.0%. Reaction SMILES: [C:1]1([S:7]([C:9]2[CH:14]=[CH:13][CH:12]=[CH:11][CH:10]=2)=O)[CH:6]=[CH:5][CH:4]=[CH:3][CH:2]=1.FC(F)(F)C(OC(=O)C(F)(F)F)=O.[F:28][C:29]([F:35])([F:34])[S:30]([OH:33])(=[O:32])=[O:31].[CH3:36][CH2:37][CH2:38][CH2:39][CH2:40][CH3:41]>C1C=CC=CC=1>[F:28][C:29]([F:35])([F:34])[S:30]([O-:33])(=[O:32])=[O:31].[C:1]1([S+:7]([C:38]2[CH:37]=[CH:36][CH:41]=[CH:40][CH:39]=2)[C:9]2[CH:14]=[CH:13][CH:12]=[CH:11][CH:10]=2)[CH:6]=[CH:5][CH:4]=[CH:3][CH:2]=1 |f:5.6|. Procedure: In 200 ml of benzene were dissolved 21.1 g (0.1 mol) of diphenylsulfoxide, and 42.0 g (0.2 mol) of trifluoroacetic acid anhydride were added dropwise thereto at 0 to 5° C., followed by stirring and stirred at 0 to 5° C. for 30 minutes. And then, 15.0 g (0.1 mol) of trifluoromethane sulfonic acid were added dropwise thereto at 0 to 5° C. and allowed to react with stirring at 0 to 20° C. for 3 hours. After completion of the reaction, 500 ml of n-hexane was poured into the resultant and the obtaine... Starting materials: BrC=1C=CC=C2C(=CN(C12)CC(=O)OC)S(=O)(=O)CCCC(=O)OC (methyl 4-({7-bromo-1-[2-methyloxy-2-oxoethyl]-1H-indol-3-yl}sulfonyl)butanoate), C(=C)C1=CC=C(C=C1)OCCCCOC1=CC=CC=C1 (1-ethenyl-4-{[4-(phenyloxy)butyl]oxy}benzene). Yields the product C(=O)(O)CN1C=C(C2=CC=CC(=C12)\C=C\C1=CC=C(C=C1)OCCCCOC1=CC=CC=C1)S(=O)(=O)CCCC(=O)O (4-[(1-(carboxymethyl)-7-{(E)-2-[4-(4-phenoxybutoxy)phenyl]vinyl}-1H-indol-3-yl)sulfonyl]butanoic acid). As a reaction SMILES: Br[C:2]1[CH:3]=[CH:4][CH:5]=[C:6]2[C:10]=1[N:9]([CH2:11][C:12]([O:14]C)=[O:13])[CH:8]=[C:7]2[S:16]([CH2:19][CH2:20][CH2:21][C:22]([O:24]C)=[O:23])(=[O:18])=[O:17].[CH:26]([C:28]1[CH:33]=[CH:32][C:31]([O:34][CH2:35][CH2:36][CH2:37][CH2:38][O:39][C:40]2[CH:45]=[CH:44][CH:43]=[CH:42][CH:41]=2)=[CH:30][CH:29]=1)=[CH2:27]>>[C:12]([CH2:11][N:9]1[C:10]2[C:6](=[CH:5][CH:4]=[CH:3][C:2]=2/[CH:27]=[CH:26]/[C:28]2[CH:33]=[CH:32][C:31]([O:34][CH2:35][CH2:36][CH2:37][CH2:38][O:39][C:40]3[CH:45]=[CH:44][CH:43]=[CH:42][CH:41]=3)=[CH:30][CH:29]=2)[C:7]([S:16]([CH2:19][CH2:20][CH2:21][C:22]([OH:24])=[O:23])(=[O:18])=[O:17])=[CH:8]1)([OH:14])=[O:13]. Procedure: Except for using the compound prepared in Example 103 in place of the compound prepared in Example 2 and 1-ethenyl-4-{[4-(phenyloxy)butyl]oxy}benzene in place of 4-vinylphenyl acetate, the same operation as in Example 3→Example 6 was conducted to obtain the titled compound having the following physical properties. Starting materials: OC1(C=CC(CC1CCC1(OCC(CO1)(C)C)C)=O)C#CC1=CC=CC=C1 (4-hydroxy-4-(phenylethynyl)-5-[2-(2,5,5-trimethyl-1,3-dioxan-2-yl)ethyl]-2-cyclohexene-1-one), OC1(C=CC(CC1CCC1(OCC(CO1)(C)C)C)=O)C#CC1=CC=CC=C1 (4-Hydroxy-4-(phenylethynyl)-5-[2-(2,5,5-trimethyl-1,3-dioxan-2-yl)ethyl]-2-cyclohexen-1-one), [Cl-].[NH+]1=CC=CC=C1 (pyridinium chloride). The solvent is CO (methanol). Product: COC=1C=CC(=C(C1)CCC(C)=O)C#CC1=CC=CC=C1 (4-[5-Methoxy-2-(phenylethynyl)phenyl]-2-butanone). Yield: 98.0%. As a reaction SMILES: O[C:2]1([C:20]#[C:21][C:22]2[CH:27]=[CH:26][CH:25]=[CH:24][CH:23]=2)[CH:7]([CH2:8][CH2:9][C:10]2([CH3:18])OCC(C)(C)C[O:11]2)[CH2:6][C:5](=[O:19])[CH:4]=[CH:3]1.[Cl-].[NH+]1C=CC=C[CH:30]=1>CO>[CH3:30][O:19][C:5]1[CH:4]=[CH:3][C:2]([C:20]#[C:21][C:22]2[CH:27]=[CH:26][CH:25]=[CH:24][CH:23]=2)=[C:7]([CH2:8][CH2:9][C:10](=[O:11])[CH3:18])[CH:6]=1 |f:1.2|. Procedure: A mixture of 4-hydroxy-4-(phenylethynyl)-5-[2-(2,5,5-trimethyl-1,3-dioxan-2-yl)ethyl]-2-cyclohexene-1-one (4 g, 0.011 mole), the title product of Example 1c, pyridinium chloride (2.5 g, 0.022 mole) and absolute methanol (30 mL) were combined and heated to reflux for 4 hr. The reaction mixture was quenched into 50 mL of water, ether was added, the resulting layers separated, the aqueous layer extracted with ether, the ether extracts combined, washed with water, brine, dried over anhydrous Na2SO4,...